This data is from the Open Reaction Database (ORD), a public repository of structured organic reaction records. The task is: describe an organic reaction: reactants, conditions, products, and yield Reactants: O=C([O-])[O-], CN(C)C=O, CC1COCCN1c1nc(Cl)nc2[nH]cnc12, O=S(=O)(OCC(F)(F)F)C(F)(F)F, [K+], [K+], O. The product is CC1COCCN1c1nc(Cl)nc2c1ncn2CC(F)(F)F. As a reaction SMILES: [C:36](=[O:37])([O-:38])[O-:39].[CH3:14][N:15]([CH3:16])[CH:17]=[O:18].[Cl:19][c:20]1[n:21][c:22]([N:29]2[CH:30]([CH3:35])[CH2:31][O:32][CH2:33][CH2:34]2)[c:23]2[n:24][cH:25][nH:26][c:27]2[n:28]1.[F:1][C:2]([CH2:3][O:4][S:5]([C:6]([F:7])([F:8])[F:9])(=[O:10])=[O:11])([F:12])[F:13].[K+:40].[K+:41].[OH2:42]>>[F:1][C:2]([CH2:3][n:26]1[cH:25][n:24][c:23]2[c:22]([N:29]3[CH:30]([CH3:35])[CH2:31][O:32][CH2:33][CH2:34]3)[n:21][c:20]([Cl:19])[n:28][c:27]21)([F:12])[F:13]. Reaction SMILES: [C:14]([CH3:15])([CH3:16])([CH3:17])[Si:18]([O:19][c:20]1[cH:21][c:22]([CH2:23][Mg+:24])[cH:25][cH:26][cH:27]1)([CH3:28])[CH3:29].[CH2:1]([CH3:2])[O:3][CH:4]([C:5]([O:7][CH2:6][CH3:8])=[O:9])[O:10][CH2:11][CH3:12].[CH2:32]1[O:33][CH2:34][CH2:35][CH2:36]1.[Cl-:13].[Cl-:30].[NH4+:31]>>[CH2:1]([CH3:2])[O:3][CH:4]([C:5](=[O:7])[CH2:23][c:22]1[cH:21][c:20]([O:19][Si:18]([C:14]([CH3:15])([CH3:16])[CH3:17])([CH3:28])[CH3:29])[cH:27][cH:26][cH:25]1)[O:10][CH2:11][CH3:12]. Product: CCOC(OCC)C(=O)Cc1cccc(O[Si](C)(C)C(C)(C)C)c1. The reactants are CC(C)(C)[Si](C)(C)Oc1cccc(C[Mg+])c1, CCOC(=O)C(OCC)OCC, C1CCOC1, [Cl-], [Cl-], [NH4+].